Dataset: the Open Reaction Database (ORD), a public repository of structured organic reaction records. Task: describe an organic reaction: reactants, conditions, products, and yield Reactants: CCN=C=NCCCN(C)C, C[NH2+]C, CN1CCOCC1, [Cl-], ClCCl, Cl, O=C(O)c1ccccc1[N+](=O)[O-], On1nnc2ccccc21. The product is CN(C)C(=O)c1ccccc1[N+](=O)[O-]. As a reaction SMILES: [CH2:18]([N:19]=[C:20]=[N:21][CH2:22][CH2:23][CH2:24][N:25]([CH3:26])[CH3:27])[CH3:28].[CH3:14][NH2+:15][CH3:16].[CH3:39][N:40]1[CH2:41][CH2:42][O:43][CH2:44][CH2:45]1.[Cl-:13].[Cl:46][CH2:47][Cl:48].[ClH:17].[OH:1][C:2](=[O:3])[c:4]1[cH:5][cH:6][cH:7][cH:8][c:9]1[N+:10]([O-:11])=[O:12].[OH:29][n:30]1[c:31]2[cH:32][cH:33][cH:34][cH:35][c:36]2[n:37][n:38]1>>[O:1]=[C:2]([c:4]1[cH:5][cH:6][cH:7][cH:8][c:9]1[N+:10]([O-:11])=[O:12])[N:15]([CH3:14])[CH3:16]. Starting materials: NCc1ccccc1[N+](=O)[O-], NCCCO, CN(C)C=O. Product: O=[N+]([O-])c1ccccc1CNCCCO. As a reaction SMILES: [N+:1](=[O:2])([O-:3])[c:4]1[c:5]([CH2:6][NH2:7])[cH:8][cH:9][cH:10][cH:11]1.[NH2:12][CH2:13][CH2:14][CH2:15][OH:16].[O:17]=[CH:18][N:19]([CH3:20])[CH3:21]>>[N+:1](=[O:2])([O-:3])[c:4]1[c:5]([CH2:6][NH:7][CH2:13][CH2:14][CH2:15][OH:16])[cH:8][cH:9][cH:10][cH:11]1. The reactants are C(=O)C(C(=O)OCC)C=O (Ethyl 2-formyl-3-oxopropionate), COCC=1C=C(NN1)N (5-methoxymethyl-2H-pyrazol-3-ylamine). Run in C(C)O (ethanol). Reaction conditions: time 8 hour. Product: COCC1=NN2C(N=CC(=C2)C(=O)OCC)=C1 (ethyl 2-methoxymethylpyrazolo[1,5-a]pyrimidine-6-carboxylate). Yield: 69.4%. Reaction SMILES: [CH:1]([CH:3]([CH:9]=O)[C:4]([O:6][CH2:7][CH3:8])=[O:5])=O.[CH3:11][O:12][CH2:13][C:14]1[CH:15]=[C:16]([NH2:19])[NH:17][N:18]=1>C(O)C>[CH3:11][O:12][CH2:13][C:14]1[CH:15]=[C:16]2[N:19]=[CH:9][C:3]([C:4]([O:6][CH2:7][CH3:8])=[O:5])=[CH:1][N:17]2[N:18]=1. Procedure details: Ethyl 2-formyl-3-oxopropionate (775 mg) was added to a solution of the thus obtained 5-methoxymethyl-2H-pyrazol-3-ylamine (684 mg) in ethanol (50 ml), and stirred overnight. The reaction solution was concentrated under reduced pressure, and a saturated sodium bicarbonate solution was added to the residue which were then extracted with ethyl acetate. The organic phase was washed with a saturated saline solution and dried over sodium sulfate anhydrous. The resulting product was concentrated under ... The reactants are NC[C@@H]1[C@H]2C[C@H]2CN1C(=O)C=1N=C(SC1C=1C=C(C=CC1)C)C (((1S,2S,5R)-2-Aminomethyl-3-aza-bicyclo[3.1.0]hex-3-yl)-(2-methyl-5-m-tolyl-thiazol-4-yl)-methanone), ClC1=CC=C(C(=O)O)C=C1 (4-Chloro-benzoic acid). Product: ClC1=CC=C(C(=O)NC[C@@H]2[C@H]3C[C@H]3CN2C(=O)C=2N=C(SC2C=2C=C(C=CC2)C)C)C=C1 (4-Chloro-N-[(1S,2S,5R)-3-(2-methyl-5-m-tolyl-thiazole-4-carbonyl)-3-aza-bicyclo[3.1.0]hex-2-ylmethyl]-benzamide). RXN SMILES: [NH2:1][CH2:2][C@H:3]1[N:8]([C:9]([C:11]2[N:12]=[C:13]([CH3:23])[S:14][C:15]=2[C:16]2[CH:17]=[C:18]([CH3:22])[CH:19]=[CH:20][CH:21]=2)=[O:10])[CH2:7][C@H:6]2[C@@H:4]1[CH2:5]2.[Cl:24][C:25]1[CH:33]=[CH:32][C:28]([C:29](O)=[O:30])=[CH:27][CH:26]=1>>[Cl:24][C:25]1[CH:33]=[CH:32][C:28]([C:29]([NH:1][CH2:2][C@H:3]2[N:8]([C:9]([C:11]3[N:12]=[C:13]([CH3:23])[S:14][C:15]=3[C:16]3[CH:17]=[C:18]([CH3:22])[CH:19]=[CH:20][CH:21]=3)=[O:10])[CH2:7][C@H:6]3[C@@H:4]2[CH2:5]3)=[O:30])=[CH:27][CH:26]=1. Procedure: prepared by reaction of ((1S,2S,5R)-2-Aminomethyl-3-aza-bicyclo[3.1.0]hex-3-yl)-(2-methyl-5-m-tolyl-thiazol-4-yl)-methanone with 4-Chloro-benzoic acid. The reactants are Cl (HCl), Cl (HCl), COCCSC=1C=C(C(=NC1)NC1=NC(=NS1)[C@@H]1OC2(OC1)CCCCC2)OC=2C(=NC=CC2)C ((S)-N-(5-(2-methoxyethylthio)-3-(2-methylpyridin-3-yloxy)pyridin-2-yl)-3-(1,4-dioxaspiro[4.5]decane-2-yl)-1,2,4-thiadiazol-5-amine). Solvent: CCO (EtOH). Reaction conditions: temperature 60 celsius. The product is Cl.COCCSC=1C=C(C(=NC1)NC1=NC(=NS1)[C@@H](CO)O)OC=1C(=NC=CC1)C ((S)-1-(5-(5-(2-methoxyethylthio)-3-(2-methylpyridin-3-yloxy)pyridin-2-ylamino)-1,2,4-thiadiazol-3-yl)ethane-1,2-diol hydrochloride). The yield is 65.0%. RXN SMILES: [CH3:1][O:2][CH2:3][CH2:4][S:5][C:6]1[CH:7]=[C:8]([O:28][C:29]2[C:30]([CH3:35])=[N:31][CH:32]=[CH:33][CH:34]=2)[C:9]([NH:12][C:13]2[S:17][N:16]=[C:15]([C@H:18]3[CH2:22][O:21]C4(CCCCC4)[O:19]3)[N:14]=2)=[N:10][CH:11]=1.[ClH:36]>CCO>[ClH:36].[CH3:1][O:2][CH2:3][CH2:4][S:5][C:6]1[CH:7]=[C:8]([O:28][C:29]2[C:30]([CH3:35])=[N:31][CH:32]=[CH:33][CH:34]=2)[C:9]([NH:12][C:13]2[S:17][N:16]=[C:15]([C@H:18]([OH:19])[CH2:22][OH:21])[N:14]=2)=[N:10][CH:11]=1 |f:3.4|. Reported procedure: (S)-N-(5-(2-methoxyethylthio)-3-(2-methylpyridin-3-yloxy)pyridin-2-yl)-3-(1,4-dioxaspiro[4.5]decane-2-yl)-1,2,4-thiadiazol-5-amine (1.9 g, 3.68 mmol) was dissolved in EtOH (50 mL) and 6M HCl (3 mL) added and heated to 60° C. for 1.5 hours. The reaction was cooled to ambient temperature and partitioned between CH2Cl2 and saturated aqueous sodium bicarbonate, extracted with CH2Cl2, dried, filtered and concentrated. The residue was purified over silica gel (0 to 10% methanol in EtOAc) to afford (S)... Reactants: resultant mixture, C(C)(C)(C)OC(=O)N1CC=2C=C(C(=NC2CC1)Cl)C(=O)OCC (Ethyl 6-(tert-butoxycarbonyl)-2-chloro-5,6,7,8-tetrahydro-1,6-naphthyridine-3-carboxylate), O.[OH-].[Li+] (lithium hydroxide monohydrate), CS(=O)(=O)Cl (methanesulfonyl chloride), ice, intermediate, CS(=O)(=O)Cl (methanesulfonyl chloride), N1=CC=CC=C1 (pyridine), resultant mixture. The solvent is O1CCCC1.CO.O (tetrahydrofuran methanol water). Reaction conditions: time 8 hour. Product: C(C)(C)(C)OC(=O)N1CC=2C=C(C=NC2CC1)C#N (6-(tert-Butoxycarbonyl)-3-cyano-5,6,7,8-tetrahydro-1,6-naphthyridine). RXN SMILES: [C:1]([O:5][C:6]([N:8]1[CH2:17][CH2:16][C:15]2[N:14]=[C:13](Cl)[C:12]([C:19](OCC)=O)=[CH:11][C:10]=2[CH2:9]1)=[O:7])([CH3:4])([CH3:3])[CH3:2].O.[OH-].[Li+].CS(Cl)(=O)=O.[N:32]1C=CC=CC=1>O1CCCC1.CO.O>[C:1]([O:5][C:6]([N:8]1[CH2:17][CH2:16][C:15]2[N:14]=[CH:13][C:12]([C:19]#[N:32])=[CH:11][C:10]=2[CH2:9]1)=[O:7])([CH3:2])([CH3:3])[CH3:4] |f:1.2.3,6.7.8|. Procedure: To a solution of the product from Step A above in 6 mL of 3:2:1 tetrahydrofuran/methanol/water was added lithium hydroxide monohydrate (0.23 g, 5.58 mmol). The mixture was allowed to stir overnight and the volatiles were removed under reduced pressure. Additional water was added, and the solution was acidified with citric acid monohydrate. The resultant precipitate was collected, washed with water, and dried in vacuo. To an ice-cold solution of this intermediate (1.0 g, 3.6 mmol) in 32 mL of pyr...